From a dataset of the Open Reaction Database (ORD), a public repository of structured organic reaction records. describe an organic reaction: reactants, conditions, products, and yield Starting materials: S(=O)(Cl)Cl (thionyl chloride), ClC1=CC=2C3(C4=CC=CC=C4C(C2C=C1)C3)C(=O)O ((9RS,10RS)-2-chloro-9,10-dihydro-9,10-methano-9-anthracenecarboxylic acid), Cl (hydrochloric acid), N1CCC(C(=O)OCC)CC1 (ethyl isonipecotate). The reagents and catalysts are CN(C=O)C (N,N-dimethylformamide). Solvent: C1(=CC=CC=C1)C (toluene). Run at time 16 hour. Product: ClC1=CC=2C3(C4=CC=CC=C4C(C2C=C1)C3)C(=O)N3CCC(CC3)C(=O)OCC (Ethyl 1-((9RS,10RS)-2-chloro-9,10-dihydro-9,10-methanoanthracen-9-ylcarbonyl)-4-piperidine carboxylate). Isolated yield 86.3%. Reaction SMILES: [Cl:1][C:2]1[CH:15]=[CH:14][C:13]2[CH:12]3[CH2:16][C:5]([C:17](O)=[O:18])([C:6]4[C:11]3=[CH:10][CH:9]=[CH:8][CH:7]=4)[C:4]=2[CH:3]=1.S(Cl)(Cl)=O.[NH:24]1[CH2:34][CH2:33][CH:27]([C:28]([O:30][CH2:31][CH3:32])=[O:29])[CH2:26][CH2:25]1.Cl>C1(C)C=CC=CC=1.CN(C)C=O>[Cl:1][C:2]1[CH:15]=[CH:14][C:13]2[CH:12]3[CH2:16][C:5]([C:17]([N:24]4[CH2:25][CH2:26][CH:27]([C:28]([O:30][CH2:31][CH3:32])=[O:29])[CH2:33][CH2:34]4)=[O:18])([C:6]4[C:11]3=[CH:10][CH:9]=[CH:8][CH:7]=4)[C:4]=2[CH:3]=1. Procedure details: A suspension of (9RS,10RS)-2-chloro-9,10-dihydro-9,10-methano-9-anthracenecarboxylic acid (7.50 g, 27.7 mmol), prepared as described in Example 1j, in toluene (75 mL) was treated with thionyl chloride (4.12 g, 34.6 mmol) and N,N-dimethylformamide (2 drops). The mixture was heated to reflux for 3 h, then was cooled to room temperature and treated with ethyl isonipecotate (10.88 g, 69.25 mmol). The resulting thick slurry was stirred at room temperature for 16 h, then was poured into 1N hydrochlori... The reactants are Cl, [K+], [K+], Cc1nc(N)nc(O)c1Br, O=C([O-])[O-], O, OCCO, OCc1ccc(S)cc1. Yields the product Cc1nc(N)nc(O)c1Sc1ccc(CO)cc1. RXN SMILES: [ClH:26].[K+:20].[K+:21].[NH2:10][c:11]1[n:12][c:13]([CH3:19])[c:14]([Br:18])[c:15]([OH:17])[n:16]1.[O-:22][C:23]([O-:24])=[O:25].[OH2:31].[OH:27][CH2:28][CH2:29][OH:30].[SH:1][c:2]1[cH:3][cH:4][c:5]([CH2:8][OH:9])[cH:6][cH:7]1>>[S:1]([c:2]1[cH:3][cH:4][c:5]([CH2:8][OH:9])[cH:6][cH:7]1)[c:14]1[c:13]([CH3:19])[n:12][c:11]([NH2:10])[n:16][c:15]1[OH:17]. Starting materials: CCN=C=NCCCN(C)C, CCN(C(C)C)C(C)C, Cl, NCC(=O)N1CCN(C(=O)c2ccccc2C(F)(F)F)CC1, CN(C)C=O, O, On1nnc2ccccc21, O=C(O)c1ccc(O)nc1. Product: O=C(NCC(=O)N1CCN(C(=O)c2ccccc2C(F)(F)F)CC1)c1ccc(O)nc1. As a reaction SMILES: [CH3:43][CH2:44][N:45]=[C:46]=[N:47][CH2:48][CH2:49][CH2:50][N:51]([CH3:52])[CH3:53].[CH:1]([N:2]([CH2:3][CH3:4])[CH:5]([CH3:6])[CH3:7])([CH3:8])[CH3:9].[ClH:10].[NH2:11][CH2:12][C:13](=[O:14])[N:15]1[CH2:16][CH2:17][N:18]([C:21]([c:22]2[c:23]([C:28]([F:29])([F:30])[F:31])[cH:24][cH:25][cH:26][cH:27]2)=[O:32])[CH2:19][CH2:20]1.[O:64]=[CH:65][N:66]([CH3:67])[CH3:68].[OH2:69].[OH:33][n:34]1[c:35]2[c:36]([cH:37][cH:38][cH:39][cH:40]2)[n:41][n:42]1.[OH:54][c:55]1[n:56][cH:57][c:58]([C:59](=[O:60])[OH:61])[cH:62][cH:63]1>>[NH:11]([CH2:12][C:13](=[O:14])[N:15]1[CH2:16][CH2:17][N:18]([C:21]([c:22]2[c:23]([C:28]([F:29])([F:30])[F:31])[cH:24][cH:25][cH:26][cH:27]2)=[O:32])[CH2:19][CH2:20]1)[C:59]([c:58]1[cH:57][n:56][c:55]([OH:54])[cH:63][cH:62]1)=[O:60]. Starting materials: COC(C1=CC=C(C=C1)OC1=CC=C(C=C1)O)=O (4-(4-hydroxyphenoxy)benzoic acid methyl ester), C(C=C)I (allyl iodide), C([O-])([O-])=O.[K+].[K+] (potassium carbonate), CS(=O)C (dimethylsulfoxide). The solvent is CC(CC)=O (2-butanone), CCOCC (ether). Product: COC(C1=CC=C(C=C1)OC1=CC=C(C=C1)OCC=C)=O (4-(4-Allyloxyphenoxy)benzoic Acid Methyl Ester). Yield: 77.7%. RXN SMILES: [CH3:1][O:2][C:3](=[O:18])[C:4]1[CH:9]=[CH:8][C:7]([O:10][C:11]2[CH:16]=[CH:15][C:14]([OH:17])=[CH:13][CH:12]=2)=[CH:6][CH:5]=1.[CH2:19](I)[CH:20]=[CH2:21].C(=O)([O-])[O-].[K+].[K+].CS(C)=O>CC(=O)CC.CCOCC>[CH3:1][O:2][C:3](=[O:18])[C:4]1[CH:5]=[CH:6][C:7]([O:10][C:11]2[CH:16]=[CH:15][C:14]([O:17][CH2:21][CH:20]=[CH2:19])=[CH:13][CH:12]=2)=[CH:8][CH:9]=1 |f:2.3.4|. Procedure: A mixture of 4-(4-hydroxyphenoxy)benzoic acid methyl ester (5.00 g, 20.5 retool), allyl iodide (3.79 g, 22.5 mmol), potassium carbonate (8.49 g, 61.5 mmol), and dimethylsulfoxide (10 mL) in 2-butanone (40 mL) was refluxed for 24 hours. The mixture was cooled to room temperature and diluted with ether. The resulting mixture was washed once with water and once with saturated sodium bicarbonate solution. The organic layer was dried (sodium sulfate), filtered, and concentrated in vacuo to provide 4.... Reactants: CC(C)C(Br)C(=O)O, O=C([O-])[O-], CN(C)P(=O)(N(C)C)N(C)C, Nc1ccc(C(F)(F)F)cc1, [K+], [K+], O. Yields the product CC(C)C(Nc1ccc(C(F)(F)F)cc1)C(=O)O. As a reaction SMILES: [Br:12][CH:13]([C:14](=[O:15])[OH:16])[CH:17]([CH3:18])[CH3:19].[C:20](=[O:21])([O-:22])[O-:23].[CH3:26][N:27]([CH3:28])[P:29](=[O:30])([N:31]([CH3:32])[CH3:33])[N:34]([CH3:35])[CH3:36].[F:1][C:2]([c:3]1[cH:4][cH:5][c:6]([NH2:7])[cH:8][cH:9]1)([F:10])[F:11].[K+:24].[K+:25].[OH2:37]>>[F:1][C:2]([c:3]1[cH:4][cH:5][c:6]([NH:7][CH:13]([C:14](=[O:15])[OH:16])[CH:17]([CH3:18])[CH3:19])[cH:8][cH:9]1)([F:10])[F:11]. Starting materials: C1CCOC1, Cc1ccccc1B(O)O, COC(=O)c1ccc(Cl)cc1, [F-], [K+]. Yields the product COC(=O)c1ccc(-c2ccccc2C)cc1. RXN SMILES: [CH2:24]1[O:25][CH2:26][CH2:27][CH2:28]1.[CH3:12][c:13]1[c:14]([B:19]([OH:20])[OH:21])[cH:15][cH:16][cH:17][cH:18]1.[Cl:1][c:2]1[cH:3][cH:4][c:5]([C:6](=[O:7])[O:8][CH3:9])[cH:10][cH:11]1.[F-:22].[K+:23]>>[c:2]1(-[c:14]2[c:13]([CH3:12])[cH:18][cH:17][cH:16][cH:15]2)[cH:3][cH:4][c:5]([C:6](=[O:7])[O:8][CH3:9])[cH:10][cH:11]1. Reactants: C(C)(C)N(CC)C(C)C (Diisopropylethylamine), FC(C(=O)O)(F)F.COC(CC1=CC2=CC=C(C=C2C(=C1)C1CCNCC1)F)=O ((6-fluoro-4-piperidin-4-yl-naphthalen-2-yl)-acetic acid methyl ester trifluoroacetate salt), CS(=O)(=O)C=1C=C(C=CC1)S(=O)(=O)Cl (3-Methylsulfonylbenzenesulfonyl chloride). Run in O1CCCC1 (tetrahydrofuran). Reaction conditions: time 30 minute. Product: COC(CC1=CC2=CC=C(C=C2C(=C1)C1CCN(CC1)S(=O)(=O)C1=CC(=CC=C1)S(=O)(=O)C)F)=O ({6-fluoro-4-[1-(3-methanesulfonyl-benzenesulfonyl)-piperidin-4-yl]-naphthalen-2-yl}-acetic acid methyl ester). Yield: 64.2%. As a reaction SMILES: C(N(C(C)C)CC)(C)C.FC(F)(F)C(O)=O.[CH3:17][O:18][C:19](=[O:38])[CH2:20][C:21]1[CH:30]=[C:29]([CH:31]2[CH2:36][CH2:35][NH:34][CH2:33][CH2:32]2)[C:28]2[C:23](=[CH:24][CH:25]=[C:26]([F:37])[CH:27]=2)[CH:22]=1.[CH3:39][S:40]([C:43]1[CH:44]=[C:45]([S:49](Cl)(=[O:51])=[O:50])[CH:46]=[CH:47][CH:48]=1)(=[O:42])=[O:41]>O1CCCC1>[CH3:17][O:18][C:19](=[O:38])[CH2:20][C:21]1[CH:30]=[C:29]([CH:31]2[CH2:36][CH2:35][N:34]([S:49]([C:45]3[CH:46]=[CH:47][CH:48]=[C:43]([S:40]([CH3:39])(=[O:42])=[O:41])[CH:44]=3)(=[O:51])=[O:50])[CH2:33][CH2:32]2)[C:28]2[C:23](=[CH:24][CH:25]=[C:26]([F:37])[CH:27]=2)[CH:22]=1 |f:1.2|. Procedure: Diisopropylethylamine (0.6 mL, 3.4 mmol) was added at 0° C. to a solution of (6-fluoro-4-piperidin-4-yl-naphthalen-2-yl)-acetic acid methyl ester trifluoroacetate salt (which may be prepared as described above; 150 mg, 0.36 mmol) in tetrahydrofuran (5 mL), and the mixture was stirred at room temperature for 30 min. 3-Methylsulfonylbenzenesulfonyl chloride (available from Matrix Scientific; 138 mg, 0.54 mmol) was added and the mixture was stirred at room temperature for 16 h. The solvent was evap...